This data is from the Open Reaction Database (ORD), a public repository of structured organic reaction records. The task is: describe an organic reaction: reactants, conditions, products, and yield Starting materials: product, COC1=CC=C(COC(=O)N=[N+]=[N-])C=C1 (p-methoxybenzyloxycarbonyl azide), O (water), [O-2].[Mg+2] (magnesium oxide). Solvent: O1CCOCC1 (p-dioxane). The product is C=C(C(=O)O)CCCNC(=O)OCC1=CC=C(C=C1)OC (2-Methylene-5-(p-methoxybenzyloxycarbonyl)aminopentanoic acid). RXN SMILES: [OH2:1].[O-2:2].[Mg+2].[CH3:4][O:5][C:6]1[CH:18]=[CH:17][C:9]([CH2:10][O:11][C:12]([N:14]=[N+]=[N-])=[O:13])=[CH:8][CH:7]=1>O1CCOCC1>[CH2:10]=[C:9]([CH2:8][CH2:7][CH2:6][NH:14][C:12]([O:11][CH2:10][C:9]1[CH:17]=[CH:18][C:6]([O:5][CH3:4])=[CH:7][CH:8]=1)=[O:13])[C:17]([OH:2])=[O:1] |f:1.2|. Reported procedure: To a solution of 3.8 grams (53 mmol) of the product from part E in 100 ml. of water were added 6.4 grams (159 mmol) of magnesium oxide with stirring followed by a solution of 12.2 grams (59 mmol) of p-methoxybenzyloxycarbonyl azide in 100 ml. of p-dioxane. The resulting slurry was stirred at room temperature for two days. The mixture then was filtered through Hyflo and diluted with 200 ml. of ethyl acetate. AG50W-X2 Dowex 50 ion-exchange resin (200 ml. wet volume) was added, and the mixture was ... Reactants: C(C)(=O)O (acetic acid), FC1=CC=2C(=NC=3N(C=C(C(C3C2)=O)C(=O)O)OC)C=C1F (7,8-difluoro-1-methoxy-4-oxo-1,4-dihydrobenzo[b][1,8]naphthyridine-3-carboxylic acid), C1(=CC=CC=C1)C1NCCNC1 ((RS)-2-phenylpiperazine), O (water). Run in CS(=O)C (dimethyl sulphoxide). Conditions: temperature 20 celsius. Product: FC1=CC=2C(=NC=3N(C=C(C(C3C2)=O)C(=O)O)OC)C=C1N1CC(NCC1)C1=CC=CC=C1 ((RS)-7-Fluoro-1-methoxy-4-oxo-8-(3-phenyl-1-piperazinyl)-1,4-dihydrobenzo[b][1,8]naphthyridine-3-carboxylic acid). Yield: 68.3%. Reaction SMILES: [F:1][C:2]1[C:21](F)=[CH:20][C:5]2=[N:6][C:7]3[N:8]([O:18][CH3:19])[CH:9]=[C:10]([C:15]([OH:17])=[O:16])[C:11](=[O:14])[C:12]=3[CH:13]=[C:4]2[CH:3]=1.[C:23]1([CH:29]2[CH2:34][NH:33][CH2:32][CH2:31][NH:30]2)[CH:28]=[CH:27][CH:26]=[CH:25][CH:24]=1.O.C(O)(=O)C>CS(C)=O>[F:1][C:2]1[C:21]([N:33]2[CH2:32][CH2:31][NH:30][CH:29]([C:23]3[CH:28]=[CH:27][CH:26]=[CH:25][CH:24]=3)[CH2:34]2)=[CH:20][C:5]2=[N:6][C:7]3[N:8]([O:18][CH3:19])[CH:9]=[C:10]([C:15]([OH:17])=[O:16])[C:11](=[O:14])[C:12]=3[CH:13]=[C:4]2[CH:3]=1. Procedure details: A suspension of 7,8-difluoro-1-methoxy-4-oxo-1,4-dihydrobenzo[b][1,8]naphthyridine-3-carboxylic acid (2 g) and (RS)-2-phenylpiperazine (2.1 g) in dimethyl sulphoxide (30 cc) is heated with stirring for 15 minutes to approximately 50° C. After cooling to approximately 20° C., the reaction mixture is poured into water (100 cc) and treated with acetic acid (1.2 cc). The insoluble matter is drained, washed with water (3×10 cc) and recrystallized in dimethylformamide (80 cc). (RS)-7-Fluoro-1-methoxy-... The reactants are CO, CCOC(=O)c1cncn(Cc2ccc(F)c(F)c2)c1=O, [Na+], [OH-]. Yields the product O=C(O)c1cncn(Cc2ccc(F)c(F)c2)c1=O. As a reaction SMILES: [CH3:24][OH:25].[F:1][c:2]1[cH:3][c:4]([CH2:5][n:6]2[cH:7][n:8][cH:9][c:10]([C:13](=[O:14])[O:15][CH2:16][CH3:17])[c:11]2=[O:12])[cH:18][cH:19][c:20]1[F:21].[Na+:23].[OH-:22]>>[F:1][c:2]1[cH:3][c:4]([CH2:5][n:6]2[cH:7][n:8][cH:9][c:10]([C:13](=[O:14])[OH:15])[c:11]2=[O:12])[cH:18][cH:19][c:20]1[F:21]. The reactants are BrC=1C=C(C(=O)O)C=CC1F (3-bromo-4-fluorobenzoic acid), C1=CN(C=N1)C(=O)N2C=CN=C2 (CDI), CONC (O,N-dimethyl-hydroxylamine). Solvent: C(Cl)Cl (DCM). Conditions: time 8 hour. Yields the product BrC=1C=C(C(=O)N(C)OC)C=CC1F (3-bromo-4-fluoro-N-methoxy-N-methylbenzamide). As a reaction SMILES: [Br:1][C:2]1[CH:3]=[C:4]([CH:8]=[CH:9][C:10]=1[F:11])[C:5](O)=[O:6].C1N=CN(C(N2C=NC=C2)=O)C=1.[CH3:24][O:25][NH:26][CH3:27]>C(Cl)Cl>[Br:1][C:2]1[CH:3]=[C:4]([CH:8]=[CH:9][C:10]=1[F:11])[C:5]([N:26]([O:25][CH3:24])[CH3:27])=[O:6]. Procedure details: A solution of 3-bromo-4-fluorobenzoic acid (100 g, 0.456 mol) and CDI (77.2 g, 0.547 mol) in 1 L of dry DCM was stirred at r.t. for 30 min and then O,N-dimethyl-hydroxylamine (53.4 g, 0.547 mol) was added. The resulted mixture was stirred overnight. The solvents were removed under vacuum and the residue was purified via column chromatograph to afford the title compound. Reaction conditions: time 16 hour. Procedure: A suspension of 500 mg (1.84 mmol) of trans-[4-(4-cyano-cyclohexyl)-phenyl]-ethoxycarbamic acid, 365 mg (2.8 mmol) of (S)-4-methoxymethyl-1,3-dioxolan-2-one and 185 mg of potassium carbonate was stirred at 160° for 16 hours. The reaction mixture was chromatographed over silica gel with ethyl acetate/hexane 1:1 and the yellow crystals obtained were recrystallized from ethyl acetate. 165 mg (29%) were obtained as white crystals with m.p. 174°. Product: COC[C@H]1CN(C(O1)=O)C1=CC=C(C=C1)[C@@H]1CC[C@H](CC1)C#N ((R)-trans-5-Methoxymethyl-3-[4-(4-cyano-cyclohexyl)-phenyl]-oxazolidin-2-one). As a reaction SMILES: [C:1]([C@H:3]1[CH2:8][CH2:7][C@H:6]([C:9]2[CH:14]=[CH:13][C:12]([N:15](OCC)[C:16](=[O:18])[OH:17])=[CH:11][CH:10]=2)[CH2:5][CH2:4]1)#[N:2].[CH3:22][O:23][CH2:24][C@H:25]1[CH2:29]OC(=O)O1.C(=O)([O-])[O-].[K+].[K+]>>[CH3:22][O:23][CH2:24][C@@H:25]1[O:17][C:16](=[O:18])[N:15]([C:12]2[CH:11]=[CH:10][C:9]([C@H:6]3[CH2:5][CH2:4][C@H:3]([C:1]#[N:2])[CH2:8][CH2:7]3)=[CH:14][CH:13]=2)[CH2:29]1 |f:2.3.4|. The reactants are C(#N)[C@@H]1CC[C@H](CC1)C1=CC=C(C=C1)N(C(O)=O)OCC (trans-[4-(4-cyano-cyclohexyl)-phenyl]-ethoxycarbamic acid), COC[C@@H]1OC(OC1)=O ((S)-4-methoxymethyl-1,3-dioxolan-2-one), C([O-])([O-])=O.[K+].[K+] (potassium carbonate). Starting materials: COC(=O)C1=NC=C(C=C1)N (5-aminopyridine-2-carboxylic acid methyl ester), ClC=1C=C(C=O)C=CC1 (m-chlorobenzaldehyde), C1=CC=CC=C1 (benzene). Run in O (water). Product: COC(=O)C1=NC=C(C=C1)N=CC1=CC(=CC=C1)Cl (5-(m-chlorobenzylideneamino)-pyridine-2-carboxylic acid methyl ester). RXN SMILES: [CH3:1][O:2][C:3]([C:5]1[CH:10]=[CH:9][C:8]([NH2:11])=[CH:7][N:6]=1)=[O:4].[Cl:12][C:13]1[CH:14]=[C:15]([CH:18]=[CH:19][CH:20]=1)[CH:16]=O.C1C=CC=CC=1>O>[CH3:1][O:2][C:3]([C:5]1[CH:10]=[CH:9][C:8]([N:11]=[CH:16][C:15]2[CH:18]=[CH:19][CH:20]=[C:13]([Cl:12])[CH:14]=2)=[CH:7][N:6]=1)=[O:4]. Reported procedure: The starting material is prepared as follows: the mixture of 30.44 g of 5-aminopyridine-2-carboxylic acid methyl ester, 30.9 g of m-chlorobenzaldehyde, and 400 ml of benzene is refluxed for 3 days on a water-separating trap. The initial suspension eventually becomes a pale yellow solution, which is evaporated. The residual yellow solid is recrystallized from benzene-ethyl acetate-diethyl ether, to yield the 5-(m-chlorobenzylideneamino)-pyridine-2-carboxylic acid methyl ester melting at 139°-142°... Reactants: C(C)O (ethanol), [OH-].[Na+] (sodium hydroxide), C(C)(=O)O (acetic acid), NC=1C(N(C(N(C1N)CC)=O)CC)=O (5,6-diamino-1,3-diethyluracil). Solvent: O (water), O (water), C(CO)(=O)O (glycolic acid). Reaction conditions: temperature 4 celsius. Yields the product C(C)N1C(=O)N(C=2N=C(NC2C1=O)CO)CC (1,3-diethyl-8-hydroxymethylxanthine). As a reaction SMILES: [NH2:1][C:2]1[C:3](=[O:14])[N:4]([CH2:12][CH3:13])[C:5](=[O:11])[N:6]([CH2:9][CH3:10])[C:7]=1[NH2:8].[CH2:15]([OH:17])[CH3:16].[OH-].[Na+].C(O)(=O)C>C(O)(=O)CO.O>[CH2:12]([N:4]1[C:3](=[O:14])[C:2]2[NH:1][C:16]([CH2:15][OH:17])=[N:8][C:7]=2[N:6]([CH2:9][CH3:10])[C:5]1=[O:11])[CH3:13] |f:2.3|. Reported procedure: 2.1 grams of 5,6-diamino-1,3-diethyluracil were stirred in 3.4 grams glycolic acid for 1 hour at 100° C. A 1:1 solution of ethanol and water (20 ml) was thereafter added to the cooled and stirred mixture, followed by the addition of 8 grams of sodium hydroxide in 30 ml water, which raised the pH to above 12. The solution was then refluxed for 2.5 hours, cooled, 30 ml acetic acid was added, and the mixture was then cooled overnight at 4° C. The resulting precipitate was collected and dried, to gi... Starting materials: ClC=1C=C(C#N)C=CC1Br (3-chloro-4-bromobenzonitrile), 9.9-g, C(CC(=O)OCC)(=O)OCC (diethyl malonate), [H-].[Na+] (sodium hydride), Cl (hydrochloric acid). The reagents and catalysts are [Cu]Br (copper(1) bromide). Solvent: O (Water), paraffin, O1CCOCC1 (dioxane). Conditions: temperature 50 celsius, time 1.5 hour. Product: COC(C(C(=O)OC)C1=C(C=C(C=C1)C#N)Cl)=O (dimethyl(2-chloro-4-cyanophenyl)malonate). Yield: 94.8%. As a reaction SMILES: [H-].[Na+].[C:3]([O:11][CH2:12]C)(=[O:10])[CH2:4][C:5]([O:7][CH2:8]C)=[O:6].[Cl:14][C:15]1[CH:16]=[C:17]([CH:20]=[CH:21][C:22]=1Br)[C:18]#[N:19].Cl>O1CCOCC1.[Cu]Br.O>[CH3:8][O:7][C:5](=[O:6])[CH:4]([C:22]1[CH:21]=[CH:20][C:17]([C:18]#[N:19])=[CH:16][C:15]=1[Cl:14])[C:3]([O:11][CH3:12])=[O:10] |f:0.1|. Reported procedure: 7.6 g (0.191 mol) of 60% strength sodium hydride in paraffin oil were initially charged in 300 ml of dioxane. At from 55° C. to 60° C., 22.9 g (0.173 mol) of diethyl malonate were added dropwise, and the mixture was stirred at 50° C. for 1-2 hours. 9.9-g (0.069 mol) of copper(1) bromide were added. At 80° C., 15 g (0.069 mol) of 3-chloro-4-bromobenzonitrile were then added dropwise, and the mixture was subsequently stirred at 100° C. for 14 hours. The reaction mixture was then cooled and acidifi... Starting materials: OO (H2O2), OO (H2O2), CC1=CC=C(CC1)C(C)C (α-terpinene), Na2MoO4.2H2O. Run in CO (methanol). Reaction conditions: time 1.5 hour. Yields the product CC(C)C12CCC(C=C1)(OO2)C (ascaridol). As a reaction SMILES: [OH:1][OH:2].[CH3:3][C:4]1[CH2:9][CH2:8][C:7]([CH:10]([CH3:12])[CH3:11])=[CH:6][CH:5]=1>CO>[CH3:11][CH:10]([C:7]12[O:2][O:1][C:4]([CH3:3])([CH:9]=[CH:8]1)[CH2:5][CH2:6]2)[CH3:12]. Reported procedure: At 35° C., 45 μl of H2O2 (50%) were added to a solution of 325 μl of α-terpinene and 48.5 mg of Na2MoO4.2H2O in 4 ml of methanol. Five further 45 μl portions of H2O2 (50%) were added to this mixture as soon as the red-colored reaction mixture turned yellow again. After 1.5 hours, the reaction mixture was analyzed by means of HPLC. Analysis gave a quantitative formation of ascaridol. The reactants are OC1=C(N(S(C2=C1SC1=C2C=CC=C1)(=O)=O)C)C(=O)OCC (ethyl 4-hydroxy-2-methyl-2H-[1]-benzothieno[2,3-e]-1,2-thiazine-3-carboxylate-1,1-dioxide), NC=1SC2=C(N1)C=CC=C2 (2-amino-benzothiazole). Yields the product S1C(=NC2=C1C=CC=C2)NC(=O)C=2N(S(C1=C(C2O)SC2=C1C=CC=C2)(=O)=O)C (N-(2-Benzothiazolyl)-4-hydroxy-2-methyl-2H-[1]benzothieno-[2,3-e]-1,2-thiazine-3-carboxamide-1,1-dioxide). The yield is 70.0%. As a reaction SMILES: [OH:1][C:2]1[C:7]2[S:8][C:9]3[CH:14]=[CH:13][CH:12]=[CH:11][C:10]=3[C:6]=2[S:5](=[O:16])(=[O:15])[N:4]([CH3:17])[C:3]=1[C:18]([O:20]CC)=O.[NH2:23][C:24]1[S:25][C:26]2[CH:32]=[CH:31][CH:30]=[CH:29][C:27]=2[N:28]=1>>[S:25]1[C:26]2[CH:32]=[CH:31][CH:30]=[CH:29][C:27]=2[N:28]=[C:24]1[NH:23][C:18]([C:3]1[N:4]([CH3:17])[S:5](=[O:15])(=[O:16])[C:6]2[C:10]3[CH:11]=[CH:12][CH:13]=[CH:14][C:9]=3[S:8][C:7]=2[C:2]=1[OH:1])=[O:20]. Procedure: Prepared analogous to Example 1 from ethyl 4-hydroxy-2-methyl-2H-[1]-benzothieno[2,3-e]-1,2-thiazine-3-carboxylate-1,1-dioxide and 2-amino-benzothiazole with a yield of 70% of theory.